From a dataset of the Open Reaction Database (ORD), a public repository of structured organic reaction records. describe an organic reaction: reactants, conditions, products, and yield Starting materials: N1(CCOCC1)C(=O)N1CC(CC(C1)C1=CC=C(C=C1)C(F)(F)F)C(=O)O (1-(Morpholin-4-ylcarbonyl)-5-[4-(trifluoromethyl)phenyl]piperidine-3-carboxylic acid), ON=C(C(C)(C)C)N (N′-hydroxy-2,2-dimethylpropanimidamide). The product is C(C)(C)(C)C1=NOC(=N1)C1CN(CC(C1)C1=CC=C(C=C1)C(F)(F)F)C(=O)N1CCOCC1 (4-({3-(3-tert-Butyl-1,2,4-oxadiazol-5-yl)-5-[4-(trifluoromethyl)phenyl]piperidin-1-yl}carbonyl)-morpholine). Reaction SMILES: [N:1]1([C:7]([N:9]2[CH2:14][CH:13]([C:15]3[CH:20]=[CH:19][C:18]([C:21]([F:24])([F:23])[F:22])=[CH:17][CH:16]=3)[CH2:12][CH:11]([C:25]([OH:27])=O)[CH2:10]2)=[O:8])[CH2:6][CH2:5][O:4][CH2:3][CH2:2]1.O[N:29]=[C:30]([NH2:35])[C:31]([CH3:34])([CH3:33])[CH3:32]>>[C:31]([C:30]1[N:35]=[C:25]([CH:11]2[CH2:12][CH:13]([C:15]3[CH:16]=[CH:17][C:18]([C:21]([F:23])([F:22])[F:24])=[CH:19][CH:20]=3)[CH2:14][N:9]([C:7]([N:1]3[CH2:2][CH2:3][O:4][CH2:5][CH2:6]3)=[O:8])[CH2:10]2)[O:27][N:29]=1)([CH3:34])([CH3:33])[CH3:32]. Reported procedure: 250 mg (0.65 mmol) of 1-(morpholin-4-ylcarbonyl)-5-[4-(trifluoromethyl)phenyl]piperidine-3-carboxylic acid (Example 49A) and 83 mg (0.71 mmol) of N′-hydroxy-2,2-dimethylpropanimidamide were reacted according to the General Method 1. Yield: 70 mg (70% of theory) Reactants: BrCCC[C@@H]1CC[C@H](CC1)[C@@H]1CC[C@H](CC1)CCC (1-bromo-3-(trans-4-(trans-4-propylcyclohexyl)cyclohexyl)propane), [H-].[Na+] (sodium hydride), FC1=C(C=CC=C1F)O (2,3-difluorophenol). Solvent: mixed solvent, CN(C)C=O.C1(=CC=CC=C1)C (DMF toluene), O (water), CN(C)C=O (DMF), O (water), CN(C)C=O (DMF). Conditions: time 1 hour. Product: FC1=C(C=CC=C1F)OCCC[C@@H]1CC[C@H](CC1)[C@@H]1CC[C@H](CC1)CCC (3-(trans-4-(trans-4-propylcyclohexyl)cyclohexyl)propyl 2,3-difluorophenyl ether). The yield is 56.3%. Reaction SMILES: [H-].[Na+].[F:3][C:4]1[C:9]([F:10])=[CH:8][CH:7]=[CH:6][C:5]=1[OH:11].Br[CH2:13][CH2:14][CH2:15][C@H:16]1[CH2:21][CH2:20][C@H:19]([C@H:22]2[CH2:27][CH2:26][C@H:25]([CH2:28][CH2:29][CH3:30])[CH2:24][CH2:23]2)[CH2:18][CH2:17]1>CN(C=O)C.O.CN(C=O)C.C1(C)C=CC=CC=1>[F:3][C:4]1[C:9]([F:10])=[CH:8][CH:7]=[CH:6][C:5]=1[O:11][CH2:30][CH2:29][CH2:28][C@H:25]1[CH2:26][CH2:27][C@H:22]([C@H:19]2[CH2:18][CH2:17][C@H:16]([CH2:15][CH2:14][CH3:13])[CH2:21][CH2:20]2)[CH2:23][CH2:24]1 |f:0.1,6.7|. Procedure details: Under nitrogen gas stream, 29.8 g (683 mmol) of 55% sodium hydride was added to 100 ml of DMF and cooled with water, a solution of 74.0 g (569 mmol) of 2,3-difluorophenol in 700 ml of DMF was added by drops thereto, and they were stirred for 1 hour. To the reaction mixture was added by drops a solution of 156 g (474 mmol) of the crude 1-bromo-3-(trans-4-(trans-4-propylcyclohexyl)cyclohexyl)propane in 400 ml of mixed solvent of DMF/toluene (3/1), and then they were stirred at 80° C. for 3 hours. ...